From a dataset of the Open Reaction Database (ORD), a public repository of structured organic reaction records. describe an organic reaction: reactants, conditions, products, and yield Reactants: Cl.NO (Hydroxylamine hydrochloride), C1(CCCC1)OC=1C=C(C=O)C=CC1OC (3-cyclopentyloxy-4-methoxybenzaldehyde). Solvent: C(C)(=O)OC(C)=O (acetic anhydride). Reaction conditions: temperature 100 celsius, time 1 hour. The product is C1(CCCC1)OC=1C=C(C#N)C=CC1OC (3-cyclopentyloxy-4-methoxybenzonitrile). Yield: 79.3%. Reaction SMILES: Cl.[NH2:2]O.[CH:4]1([O:9][C:10]2[CH:11]=[C:12]([CH:15]=[CH:16][C:17]=2[O:18][CH3:19])[CH:13]=O)[CH2:8][CH2:7][CH2:6][CH2:5]1>C(OC(=O)C)(=O)C>[CH:4]1([O:9][C:10]2[CH:11]=[C:12]([CH:15]=[CH:16][C:17]=2[O:18][CH3:19])[C:13]#[N:2])[CH2:8][CH2:7][CH2:6][CH2:5]1 |f:0.1|. Reported procedure: Hydroxylamine hydrochloride (3.82 g) is added to a solution of 3-cyclopentyloxy-4-methoxybenzaldehyde (11.0 g) in acetic anhydride (30 mL) and the suspension heated in an oil bath at 100° C. until refluxing starts. The heating is then removed while the exothermic reaction refluxes gently. Heating at 100° C. is then continued for a further 1 hour. The dark solution is concentrated and the crude product dissolved in cyclohexane (200 mL). The solution is washed with 5% sodium bicarbonate solution (...